This data is from the Open Reaction Database (ORD), a public repository of structured organic reaction records. The task is: describe an organic reaction: reactants, conditions, products, and yield The reactants are CCC(CC)c1cc(C)nn2cc(C)nc12, CC#N, CCOC(C)=O, O=C1CCC(=O)N1I. Yields the product CCC(CC)c1cc(C)nn2c(I)c(C)nc12. Reaction SMILES: [CH2:1]([CH3:2])[CH:3]([CH2:4][CH3:5])[c:6]1[c:7]2[n:8]([n:9][c:10]([CH3:12])[cH:11]1)[cH:13][c:14]([CH3:16])[n:15]2.[CH3:25][C:26]#[N:27].[CH3:28][CH2:29][O:30][C:31](=[O:32])[CH3:33].[O:17]=[C:18]1[N:19]([I:24])[C:20](=[O:21])[CH2:22][CH2:23]1>>[CH2:1]([CH3:2])[CH:3]([CH2:4][CH3:5])[c:6]1[c:7]2[n:8]([n:9][c:10]([CH3:12])[cH:11]1)[c:13]([I:24])[c:14]([CH3:16])[n:15]2. The reactants are C(OCC)(OC1=C2CCNC(C2=CC=C1OC)=O)=O (ethyl 6-methoxy-1-oxo-1,2,3,4-tetrahydroisoquinolin-5-yl carbonate), C(=O)([O-])[O-].[K+].[K+] (K2CO3). Solvent: CO (methanol). Reaction conditions: time 3 hour. Yields the product OC1=C2CCNC(C2=CC=C1OC)=O (5-hydroxy-6-methoxy-1,2,3,4-tetrahydroisoquinolin-1-one). RXN SMILES: C(=O)([O:5][C:6]1[C:15]([O:16][CH3:17])=[CH:14][CH:13]=[C:12]2[C:7]=1[CH2:8][CH2:9][NH:10][C:11]2=[O:18])OCC.C([O-])([O-])=O.[K+].[K+]>CO>[OH:5][C:6]1[C:15]([O:16][CH3:17])=[CH:14][CH:13]=[C:12]2[C:7]=1[CH2:8][CH2:9][NH:10][C:11]2=[O:18] |f:1.2.3|. Procedure details: Into a 50-mL 3-necked round-bottom flask, was placed ethyl 6-methoxy-1-oxo-1,2,3,4-tetrahydroisoquinolin-5-yl carbonate (1.5 g, 5.65 mmol, 1.00 equiv), methanol (20 mL) and K2CO3 (2.34 g, 16.81 mmol, 3.00 equiv). The resulting solution was stirred for 3 h at room temperature. The solids were filtered out. The resulting mixture was concentrated under vacuum. The residue was applied onto a silica gel column with ethyl acetate (100%). This resulted in 0.7 g (64%) of 5-hydroxy-6-methoxy-1,2,3,4-tetr...